This data is from the Open Reaction Database (ORD), a public repository of structured organic reaction records. The task is: describe an organic reaction: reactants, conditions, products, and yield Reactants: CC=1N=C(SC1C)C1=NC(=C(C=C1OC1=CC=NC2=CC(=C(C=C12)OC)O)C)C (4-[2-(4,5-Dimethyl-thiazol-2-yl)-5,6-dimethyl-pyridin-3-yloxy]-6-methoxy-quinolin-7-ol), CC=1N=C(SC1C)C1=NC(=C(C=C1OC1=CC=NC2=CC(=C(C=C12)OC)O)C)C (4-[2-(4,5-Dimethyl-thiazol-2-yl)-5,6-dimethyl-pyridin-3-yloxy]-6-methoxy-quinolin-7-ol), C([O-])([O-])=O.[K+].[K+] (Potassium carbonate), C(Br)C1CO1 (epibromohydrin). The solvent is CN(C=O)C (N,N-dimethylformamide). Conditions: time 8 hour. Yields the product CC=1N=C(SC1C)C1=NC(=C(C=C1OC1=CC=NC2=CC(=C(C=C12)OC)OCC1OC1)C)C (4-[2-(4,5-Dimethyl-thiazol-2-yl)-5,6-dimethyl-pyridin-3-yloxy]-6-methoxy-7-oxiranylmethoxy-quinoline). The yield is 94.0%. As a reaction SMILES: [CH3:1][C:2]1[N:3]=[C:4]([C:8]2[C:13]([O:14][C:15]3[C:24]4[C:19](=[CH:20][C:21]([OH:27])=[C:22]([O:25][CH3:26])[CH:23]=4)[N:18]=[CH:17][CH:16]=3)=[CH:12][C:11]([CH3:28])=[C:10]([CH3:29])[N:9]=2)[S:5][C:6]=1[CH3:7].C(=O)([O-])[O-].[K+].[K+].[CH2:36]([CH:38]1[O:40][CH2:39]1)Br>CN(C)C=O>[CH3:1][C:2]1[N:3]=[C:4]([C:8]2[C:13]([O:14][C:15]3[C:24]4[C:19](=[CH:20][C:21]([O:27][CH2:36][CH:38]5[CH2:39][O:40]5)=[C:22]([O:25][CH3:26])[CH:23]=4)[N:18]=[CH:17][CH:16]=3)=[CH:12][C:11]([CH3:28])=[C:10]([CH3:29])[N:9]=2)[S:5][C:6]=1[CH3:7] |f:1.2.3|. Procedure: 4-[2-(4,5-Dimethyl-thiazol-2-yl)-5,6-dimethyl-pyridin-3-yloxy]-6-methoxy-quinolin-7-ol (compound 455) (41 mg) was suspended in N,N-dimethylformamide (2 ml). Potassium carbonate (42 mg) and epibromohydrin (0.03 ml) were added to the supension, and the mixture was stirred at room temperature overnight. The solvent was removed by distillation under the reduced pressure, water was then added to the residue, and the mixture was extracted with chloroform. The chloroform layer was washed with saturated...